From a dataset of the Open Reaction Database (ORD), a public repository of structured organic reaction records. describe an organic reaction: reactants, conditions, products, and yield Reactants: IC=1C(=C(C(=O)OC)C(=CC1)SC)C (methyl 3-iodo-2-methyl-6-methylsulphenyl-benzoate), cuprous cyanide, CN(C=O)C (dimethyl formamide), ferric chloride. The solvent is O (water), Cl (hydrochloric acid). Conditions: temperature 150 celsius. The product is C(#N)C=1C(=C(C(=O)OC)C(=CC1)SC)C (methyl 3-cyano-2-methyl-6-methylsulphenylbenzoate). Reaction SMILES: I[C:2]1[C:3]([CH3:14])=[C:4]([C:9]([S:12][CH3:13])=[CH:10][CH:11]=1)[C:5]([O:7][CH3:8])=[O:6].[CH3:15][N:16](C)C=O>O.Cl>[C:15]([C:2]1[C:3]([CH3:14])=[C:4]([C:9]([S:12][CH3:13])=[CH:10][CH:11]=1)[C:5]([O:7][CH3:8])=[O:6])#[N:16]. Reported procedure: A mixture of methyl 3-iodo-2-methyl-6-methylsulphenyl-benzoate (16.6 g) and cuprous cyanide (4.4 g) in dimethyl formamide (50 ml) was stirred and heated at 150° C. for 1 hour. The mixture was cooled to 90° C. and a solution of ferric chloride (18 g) in water (28 ml) and concentrated hydrochloric acid (5 ml) was added. The mixture was stirred and heated at 90° C. for 1 hour. The cooled mixture was filtered and the solid was washed with ether. The layers in the filtrate were separated and the aque... The reactants are ice, OC1=CC=2C=C3N(C2C=C1)CCC3CC(=O)OC(C)(C)C (tert-butyl 2-(7-hydroxy-2,3-dihydro-1H-pyrrolo[1,2-a]indol-1-yl)acetate), OCC=1C=C(C#N)C=C(C1)OC(F)(F)F (3-(hydroxymethyl)-5-(trifluoromethoxy)benzonitrile), C1(=CC=CC=C1)P(C1=CC=CC=C1)C1=CC=CC=C1 (triphenylphosphine), N(=NC(=O)OC(C)C)C(=O)OC(C)C (diisopropyl diazene-1,2-dicarboxylate). The solvent is C1CCOC1 (THF). Conditions: temperature 0 celsius, time 15 minute. The product is C(#N)C=1C=C(COC2=CC=3C=C4N(C3C=C2)CCC4CC(=O)OC(C)(C)C)C=C(C1)OC(F)(F)F (tert-Butyl 2-(7-(3-Cyano-5-(trifluoromethoxy)benzyloxy)-2,3-dihydro-1H-pyrrolo[1,2-a]indol-1-yl)acetate). The yield is 22.5%. As a reaction SMILES: [OH:1][C:2]1[CH:10]=[CH:9][C:8]2[N:7]3[CH2:11][CH2:12][CH:13]([CH2:14][C:15]([O:17][C:18]([CH3:21])([CH3:20])[CH3:19])=[O:16])[C:6]3=[CH:5][C:4]=2[CH:3]=1.O[CH2:23][C:24]1[CH:25]=[C:26]([CH:29]=[C:30]([O:32][C:33]([F:36])([F:35])[F:34])[CH:31]=1)[C:27]#[N:28].C1(P(C2C=CC=CC=2)C2C=CC=CC=2)C=CC=CC=1.N(C(OC(C)C)=O)=NC(OC(C)C)=O>C1COCC1>[C:27]([C:26]1[CH:25]=[C:24]([CH:31]=[C:30]([O:32][C:33]([F:34])([F:36])[F:35])[CH:29]=1)[CH2:23][O:1][C:2]1[CH:10]=[CH:9][C:8]2[N:7]3[CH2:11][CH2:12][CH:13]([CH2:14][C:15]([O:17][C:18]([CH3:21])([CH3:20])[CH3:19])=[O:16])[C:6]3=[CH:5][C:4]=2[CH:3]=1)#[N:28]. Procedure: To an ice-cooled solution of tert-butyl 2-(7-hydroxy-2,3-dihydro-1H-pyrrolo[1,2-a]indol-1-yl)acetate (131 mg, 0.456 mmol), 3-(hydroxymethyl)-5-(trifluoromethoxy)benzonitrile (114 mg, 0.524 mmol) and triphenylphosphine (179 mg, 0.684 mmol) in THF (3 mL) was added diisopropyl diazene-1,2-dicarboxylate (0.135 mL, 0.684 mmol) dropwise. After stirring at 0° C. for 15 min, the cooling bath was removed and the mixture was stirred at 23° C. for 3 h and then concentrated. The residue was purified by prep...